This data is from the Open Reaction Database (ORD), a public repository of structured organic reaction records. The task is: describe an organic reaction: reactants, conditions, products, and yield The reactants are Cc1ccccc1, Cc1nc[nH]c1Cl, CN=C=O. Yields the product CNC(=O)n1cnc(C)c1Cl. As a reaction SMILES: [CH3:12][c:13]1[cH:14][cH:15][cH:16][cH:17][cH:18]1.[CH3:1][c:2]1[n:3][cH:4][nH:5][c:6]1[Cl:7].[CH3:8][N:9]=[C:10]=[O:11]>>[CH3:1][c:2]1[n:3][cH:4][n:5]([C:10]([NH:9][CH3:8])=[O:11])[c:6]1[Cl:7]. Reaction SMILES: [OH-].[Na+].[S:3]1[CH:7]=[CH:6][CH:5]=[C:4]1[S:8][CH2:9][CH2:10][N:11]1[CH2:16][CH2:15][C@@H:14]([CH2:17][CH2:18][CH:19]([NH2:32])[C:20]2[C:29]3[C:24](=[CH:25][CH:26]=[C:27]([O:30][CH3:31])[CH:28]=3)[N:23]=[CH:22][CH:21]=2)[C@@H:13]([C:33]([O:35]C)=[O:34])[CH2:12]1>O1CCOCC1.CO.O>[S:3]1[CH:7]=[CH:6][CH:5]=[C:4]1[S:8][CH2:9][CH2:10][N:11]1[CH2:16][CH2:15][C@@H:14]([CH2:17][CH2:18][CH:19]([NH2:32])[C:20]2[C:29]3[C:24](=[CH:25][CH:26]=[C:27]([O:30][CH3:31])[CH:28]=3)[N:23]=[CH:22][CH:21]=2)[C@@H:13]([C:33]([OH:35])=[O:34])[CH2:12]1 |f:0.1|. Yield: 102.9%. The reactants are S1C(=CC=C1)SCCN1C[C@@H]([C@@H](CC1)CCC(C1=CC=NC2=CC=C(C=C12)OC)N)C(=O)OC (methyl (3R,4R)-1-[2-(thien-2-ylthio)ethyl]-4-[3-(R,S)-amino-3-(6-methoxyquinolin-4-yl)propyl]piperidine-3-carboxylate), [OH-].[Na+] (sodium hydroxide). The solvent is O1CCOCC1 (dioxane), CO (methanol), O (water). Product: S1C(=CC=C1)SCCN1C[C@@H]([C@@H](CC1)CCC(C1=CC=NC2=CC=C(C=C12)OC)N)C(=O)O ((3R,4R)-1-[2-(thien-2-ylthio)ethyl]-4-[3-(R,S)-amino-3-(6-methoxyquinolin-4-yl)propyl]piperidine-3-carboxylic acid). Procedure: 1 cm3 of 5N aqueous sodium hydroxide solution is added with stirring, at a temperature in the region of 20° C., to a solution of 0.05 g of methyl (3R,4R)-1-[2-(thien-2-ylthio)ethyl]-4-[3-(R,S)-amino-3-(6-methoxyquinolin-4-yl)propyl]piperidine-3-carboxylate in 2 cm3 of dioxane and 2 cm3 of methanol, and then the combined mixture is brought to reflux and refluxed for 20 hours. The mixture is concentrated under reduced pressure (5 kPa) at a temperature in the region of 40° C. The residue obtained i...